Dataset: the Open Reaction Database (ORD), a public repository of structured organic reaction records. Task: describe an organic reaction: reactants, conditions, products, and yield Yields the product ClC1=C(C=CC(=C1)Cl)C=1C=C2CCCN3C2=C(C1)[C@H]1[C@@H]3CCN(C1)CCCC=C ((7aS,11aR)-2-(2,4-dichlorophenyl)-10-(4-pentenyl)-5,6,7a,8,9,10,11,11a-octahydro-4H-pyrido[3′,4′:4,5]pyrrolo[3,2,1-ij]quinoline). As a reaction SMILES: [Cl:1][C:2]1[CH:7]=[C:6]([Cl:8])[CH:5]=[CH:4][C:3]=1[C:9]1[CH:10]=[C:11]2[C:16]3=[C:17]([C@@H:19]4[CH2:24][NH:23][CH2:22][CH2:21][C@@H:20]4[N:15]3[CH2:14][CH2:13][CH2:12]2)[CH:18]=1.Br[CH2:26][CH2:27][CH2:28][CH:29]=[CH2:30].N>>[Cl:1][C:2]1[CH:7]=[C:6]([Cl:8])[CH:5]=[CH:4][C:3]=1[C:9]1[CH:10]=[C:11]2[C:16]3=[C:17]([C@@H:19]4[CH2:24][N:23]([CH2:30][CH2:29][CH2:28][CH:27]=[CH2:26])[CH2:22][CH2:21][C@@H:20]4[N:15]3[CH2:14][CH2:13][CH2:12]2)[CH:18]=1. The reactants are N (NH3), oil, ClC1=C(C=CC(=C1)Cl)C=1C=C2CCCN3C2=C(C1)[C@H]1[C@@H]3CCNC1 ((7aS,11aR)-2-(2,4-dichlorophenyl)-5,6,7a,8,9,10,11,11a-octahydro-4H-pyrido[3′,4′:4,5]pyrrolo[3,2,1-ij]quinoline), BrCCCC=C (5-bromo-1-pentene). Procedure: The title compound was prepared by the method of Example 382 as a yellow oil (23 mg, 67%) from (7aS,11aR)-2-(2,4-dichlorophenyl)-5,6,7a,8,9,10,11,11a-octahydro-4H-pyrido[3′,4′:4,5]pyrrolo[3,2,1-ij]quinoline (30 mg, 0.083 mmol) and 5-bromo-1-pentene (25 mg, 0.16 mmol). MS (CI, NH3): 427.1 (base, M+H). Reactants: CC(=O)O[BH-](OC(C)=O)OC(C)=O, CC(=O)O, CC(Cl)Cl, NCCO, [Na+], O, O=Cc1ccn(-c2ccccc2C=Cc2n[nH]c3ccccc23)c1. The product is OCCNCc1ccn(-c2ccccc2C=Cc2n[nH]c3ccccc23)c1. RXN SMILES: [C:33]([O:34][BH-:35]([O:36][C:37](=[O:38])[CH3:39])[O:40][C:41](=[O:42])[CH3:43])(=[O:44])[CH3:45].[CH3:29][C:30](=[O:31])[OH:32].[Cl:47][CH:48]([Cl:49])[CH3:50].[NH2:25][CH2:26][CH2:27][OH:28].[Na+:46].[OH2:51].[nH:1]1[n:2][c:3]([CH:10]=[CH:11][c:12]2[c:13](-[n:18]3[cH:19][c:20]([CH:23]=[O:24])[cH:21][cH:22]3)[cH:14][cH:15][cH:16][cH:17]2)[c:4]2[cH:5][cH:6][cH:7][cH:8][c:9]12>>[nH:1]1[n:2][c:3]([CH:10]=[CH:11][c:12]2[c:13](-[n:18]3[cH:19][c:20]([CH2:23][NH:25][CH2:26][CH2:27][OH:28])[cH:21][cH:22]3)[cH:14][cH:15][cH:16][cH:17]2)[c:4]2[cH:5][cH:6][cH:7][cH:8][c:9]12.